This data is from the Open Reaction Database (ORD), a public repository of structured organic reaction records. The task is: describe an organic reaction: reactants, conditions, products, and yield Starting materials: CC1SC(C(=O)O)Cc2cc3c(cc2C1=O)OCO3, CCN=C=NCCCN(C)C, Cl, CN1CC(=O)N(Cc2ccc(N)cc2)C1=O, CN(C)C=O, O. The product is CC1SC(C(=O)Nc2ccc(CN3C(=O)CN(C)C3=O)cc2)Cc2cc3c(cc2C1=O)OCO3. Reaction SMILES: [CH2:1]1[O:2][c:3]2[cH:4][c:5]3[c:6]([cH:17][c:18]2[O:19]1)[CH2:7][CH:8]([C:14](=[O:15])[OH:16])[S:9][CH:10]([CH3:13])[C:11]3=[O:12].[CH2:37]([N:38]=[C:39]=[N:40][CH2:41][CH2:42][CH2:43][N:44]([CH3:45])[CH3:46])[CH3:47].[ClH:36].[NH2:20][c:21]1[cH:22][cH:23][c:24]([CH2:25][N:26]2[C:27](=[O:33])[N:28]([CH3:32])[CH2:29][C:30]2=[O:31])[cH:34][cH:35]1.[O:49]=[CH:50][N:51]([CH3:52])[CH3:53].[OH2:48]>>[CH2:1]1[O:2][c:3]2[cH:4][c:5]3[c:6]([cH:17][c:18]2[O:19]1)[CH2:7][CH:8]([C:14](=[O:16])[NH:20][c:21]1[cH:22][cH:23][c:24]([CH2:25][N:26]2[C:27](=[O:33])[N:28]([CH3:32])[CH2:29][C:30]2=[O:31])[cH:34][cH:35]1)[S:9][CH:10]([CH3:13])[C:11]3=[O:12]. Starting materials: CC=1SC=2C(N1)=CSC2 (2-methylthieno[3,4-d][1,3]thiazole), BrN1C(CCC1=O)=O (N-bromosuccinimide), [Cl-].[Na+] (sodium chloride), ( 12 ), C(=O)=O (dry ice). Solvent: O1CCCC1 (tetrahydrofuran). The product is BrC=1SC=C2N=C(SC21)C (6-bromo-2-methylthieno[3,4-d][1,3]thiazole). RXN SMILES: [CH3:1][C:2]1[S:3][C:4]2[C:5](=[CH:7][S:8][CH:9]=2)[N:6]=1.C(=O)=O.[Br:13]N1C(=O)CCC1=O.[Cl-].[Na+]>O1CCCC1>[Br:13][C:9]1[S:8][CH:7]=[C:5]2[C:4]=1[S:3][C:2]([CH3:1])=[N:6]2 |f:3.4|. Reported procedure: 1 mmol of 2-methylthieno[3,4-d][1,3]thiazole represented by formula (12) was dissolved in 10 ml of tetrahydrofuran and kept at −78° C. in a methanol-bath cooled by dry ice. Into this solution, a solution comprised of 1.05 mmol of N-bromosuccinimide and 5 ml of tetrahydrofran was gradually added dropwise. After two hours reaction, an excess amount of a saturated sodium chloride aqueous solution was added to stop the reaction. The reacted liquid was washed with water, and the organic layer was rec... The reactants are O=C([O-])[O-], CCI, CC(C)=O, [K+], [K+], CC(=O)c1cc2c(cc1O)OC(C)(C)C=C2C(C)C. Product: CCOc1cc2c(cc1C(C)=O)C(C(C)C)=CC(C)(C)O2. As a reaction SMILES: [C:23](=[O:24])([O-:25])[O-:26].[CH2:20]([CH3:21])[I:22].[CH3:29][C:30](=[O:31])[CH3:32].[K+:27].[K+:28].[OH:1][c:2]1[c:3]([C:17]([CH3:18])=[O:19])[cH:4][c:5]2[c:10]([cH:11]1)[O:9][C:8]([CH3:12])([CH3:13])[CH:7]=[C:6]2[CH:14]([CH3:15])[CH3:16]>>[O:1]([c:2]1[c:3]([C:17]([CH3:18])=[O:19])[cH:4][c:5]2[c:10]([cH:11]1)[O:9][C:8]([CH3:12])([CH3:13])[CH:7]=[C:6]2[CH:14]([CH3:15])[CH3:16])[CH2:20][CH3:21]. Starting materials: C(C)(C)(C)OC (tert-butylmethylether), [Br-].C1(=CC=CC=C1)[P+](CCCCCCCCCCC1=CC=CC=C1)(C1=CC=CC=C1)C1=CC=CC=C1 (triphenyl(10-phenyldecyl)phosphonium bromide), CN(C(OCC1=CC=CC=C1)=O)CCCCC=O (benzyl methyl(5-oxopentyl)carbamate), CC(C)([O-])C.[K+] (Potassium-tert-butoxide). The solvent is O (water), O1CCCC1 (tetrahydrofuran). Conditions: time 30 minute. Product: CN(C(OCC1=CC=CC=C1)=O)CCCCC=CCCCCCCCCCC1=CC=CC=C1 (benzyl methyl(15-phenylpentadec-5-en-1-yl)carbamate). Isolated yield 88.1%. Reaction SMILES: [Br-].C1([P+](C2C=CC=CC=2)(C2C=CC=CC=2)[CH2:9][CH2:10][CH2:11][CH2:12][CH2:13][CH2:14][CH2:15][CH2:16][CH2:17][CH2:18][C:19]2[CH:24]=[CH:23][CH:22]=[CH:21][CH:20]=2)C=CC=CC=1.CC(C)([O-])C.[K+].[CH3:43][N:44]([CH2:55][CH2:56][CH2:57][CH2:58][CH:59]=O)[C:45](=[O:54])[O:46][CH2:47][C:48]1[CH:53]=[CH:52][CH:51]=[CH:50][CH:49]=1.C(OC)(C)(C)C>O1CCCC1.O>[CH3:43][N:44]([CH2:55][CH2:56][CH2:57][CH2:58][CH:59]=[CH:9][CH2:10][CH2:11][CH2:12][CH2:13][CH2:14][CH2:15][CH2:16][CH2:17][CH2:18][C:19]1[CH:20]=[CH:21][CH:22]=[CH:23][CH:24]=1)[C:45](=[O:54])[O:46][CH2:47][C:48]1[CH:53]=[CH:52][CH:51]=[CH:50][CH:49]=1 |f:0.1,2.3|. Reported procedure: Compound 12 (6.5 g) was dissolved in tetrahydrofuran (18 mL). Potassium-tert-butoxide (1.2 g) was added thereto at 0° C., followed by stirring at room temperature for 30 minutes. After cooling the reaction solution to 0° C., the solution of Compound 14 (1.7 g) in tetrahydrofran (3 mL) was added drop wise thereto, followed by the stirring at the same temperature for 2 hours. To the reaction solution, tert-butylmethylether (40 mL) and water (30 mL) were added. The organic layer was washed with wat... Reactants: S1C2=C(C=C1C(=N)N)C=CC=C2 (benzo[b]thiophene-2-carboxamidine), ClC1=C(C=C(C#N)C#N)C=CC(=C1)Cl (2-(2,4-dichloro-benzylidene)-malononitrile). Yields the product NCC=1C(=NC(=NC1C1=C(C=C(C=C1)Cl)Cl)C1=CC2=C(S1)C=CC=C2)N (5-Aminomethyl-2-benzo[b]thiophen-2-yl-6-(2,4-dichloro-phenyl)-pyrimidin-4-ylamine). RXN SMILES: [S:1]1[C:5]([C:6]([NH2:8])=[NH:7])=[CH:4][C:3]2[CH:9]=[CH:10][CH:11]=[CH:12][C:2]1=2.[Cl:13][C:14]1[CH:25]=[C:24]([Cl:26])[CH:23]=[CH:22][C:15]=1[CH:16]=[C:17]([C:20]#[N:21])[C:18]#[N:19]>>[NH2:21][CH2:20][C:17]1[C:18]([NH2:19])=[N:7][C:6]([C:5]2[S:1][C:2]3[CH:12]=[CH:11][CH:10]=[CH:9][C:3]=3[CH:4]=2)=[N:8][C:16]=1[C:15]1[CH:22]=[CH:23][C:24]([Cl:26])=[CH:25][C:14]=1[Cl:13]. Reported procedure: The title compound, MS: m/e=400.9 (M+H+), was prepared from benzo[b]thiophene-2-carboxamidine and 2-(2,4-dichloro-benzylidene)-malononitrile in analogy to the process described in Example 11 as a solid.